From a dataset of the Open Reaction Database (ORD), a public repository of structured organic reaction records. describe an organic reaction: reactants, conditions, products, and yield The reactants are FC(C(=O)O)(F)F (trifluoroacetic acid), C(C1=CC=CC=C1)(C1=CC=CC=C1)OC(=O)C=1N2C([C@H]([C@H]2SCC1/C=C\1/C(N(CC1)CC(C)C)=O)NC(=O)OC(C)(C)C)=O ((E)-(6R,7R)-7-tert-Butoxycarbonylamino-3-(1-isobutyl-2-oxo-pyrrolidin-3-ylidenemethyl)-8-oxo-5-thia-1-aza-bicyclo[4.2.0]oct-2-ene-2-carboxylic acid benzhydryl ester), ice. Run in C1(=CC=CC=C1)OC (anisole), ClCCl (dichloromethane). Conditions: time 2.5 hour. Product: FC(C(=O)O)(F)F.N[C@H]1[C@H]2SCC(=C(N2C1=O)C(=O)O)/C=C\1/C(N(CC1)CC(C)C)=O ((E)-(6R,7R)-7-Amino-3-(1-isobutyl-2-oxo-pyrrolidin-3-ylidenemethyl)-8-oxo-5-thia-1-aza-bicyclo[4.2.0]oct-2-ene-2-carboxylic acid trifluoroacetate). As a reaction SMILES: C([O:14][C:15]([C:17]1[N:18]2[C@H:21]([S:22][CH2:23][C:24]=1/[CH:25]=[C:26]1/[C:27](=[O:35])[N:28]([CH2:31][CH:32]([CH3:34])[CH3:33])[CH2:29][CH2:30]/1)[C@H:20]([NH:36]C(OC(C)(C)C)=O)[C:19]2=[O:44])=[O:16])(C1C=CC=CC=1)C1C=CC=CC=1.[F:45][C:46]([F:51])([F:50])[C:47]([OH:49])=[O:48]>ClCCl.C1(OC)C=CC=CC=1>[F:45][C:46]([F:51])([F:50])[C:47]([OH:49])=[O:48].[NH2:36][C@@H:20]1[C:19](=[O:44])[N:18]2[C@@H:21]1[S:22][CH2:23][C:24](/[CH:25]=[C:26]1/[C:27](=[O:35])[N:28]([CH2:31][CH:32]([CH3:33])[CH3:34])[CH2:29][CH2:30]/1)=[C:17]2[C:15]([OH:16])=[O:14] |f:4.5|. Reported procedure: (E)-(6R,7R)-7-tert-Butoxycarbonylamino-3-(1-isobutyl-2-oxo-pyrrolidin-3-ylidenemethyl)-8-oxo-5-thia-1-aza-bicyclo[4.2.0]oct-2-ene-2-carboxylic acid benzhydryl ester (21.9 g, 35.0 mmol) was dissolved in 240 ml dichloromethane and 23 ml anisole. At 20° C. 120 ml trifluoroacetic acid were added dropwise while maintaining the temperature below 50° C. After complete addition the ice-bath was removed and the solution was stirred at ambient temperature for 2.5 hours The volatile material was then remov... The reactants are C(O)([O-])=O.[Na+] (sodium hydrogencarbonate), OCCN(CC1=CC=CC=C1)CCO (Bis(2-hydroxyethyl)benzylamine), ClCCl (dichloromethane), O (water), S(=O)(Cl)Cl (thionyl chloride). Reaction conditions: time 2.5 hour. The product is ClCCN(CC1=CC=CC=C1)CCCl (bis(2-chloroethyl)benzylamine). Reaction SMILES: O[CH2:2][CH2:3][N:4]([CH2:12]CO)[CH2:5][C:6]1[CH:11]=[CH:10][CH:9]=[CH:8][CH:7]=1.S(Cl)([Cl:17])=O.O.C(=O)([O-])O.[Na+].Cl[CH2:26][Cl:27]>>[Cl:17][CH2:2][CH2:3][N:4]([CH2:12][CH2:26][Cl:27])[CH2:5][C:6]1[CH:11]=[CH:10][CH:9]=[CH:8][CH:7]=1 |f:3.4|. Reported procedure: Bis(2-hydroxyethyl)benzylamine (1 g) was dissolved in dichloromethane (20 ml), added with thionyl chloride (1.9 ml) with ice cooling and stirred at room temperature for 2.5 hours. The reaction mixture was added with water (10 ml) with ice cooling, and adjusted to pH 7 with saturated aqueous sodium hydrogencarbonate. The layers were separated and the aqueous layer was further extracted with dichloromethane (20 ml). The organic layer was dried over anhydrous magnesium sulfate, and then the solvent... The reactants are ice water, ClC1=CC=C(C=C1)CCCO (3-(4-chlorophenyl)propanol), CI (methyl iodide), [H-].[Na+] (sodium hydride). The solvent is O1CCCC1 (tetrahydrofuran). Reaction conditions: time 8 hour. The product is COCCCC1=CC=C(C=C1)Cl (3-(4-chlorophenyl)propyl methyl ether). The yield is 86.9%. RXN SMILES: [Cl:1][C:2]1[CH:7]=[CH:6][C:5]([CH2:8][CH2:9][CH2:10][OH:11])=[CH:4][CH:3]=1.[CH3:12]I.[H-].[Na+]>O1CCCC1>[CH3:12][O:11][CH2:10][CH2:9][CH2:8][C:5]1[CH:4]=[CH:3][C:2]([Cl:1])=[CH:7][CH:6]=1 |f:2.3|. Procedure: To a stirred solution of 3-(4-chlorophenyl)propanol (9.61 g, 54.17 mmol) and methyl iodide (7.0 ml, 112 mmol) in dry tetrahydrofuran (85 ml) under nitrogen was added 60% sodium hydride (2.83 g, 70.8 mmol) in portions. The reaction mixture was allowed to warm to room temperature and stirred overnight. The reaction mixture was treated with ice/water (150 ml), extracted with methylene chloride (3×250 ml), and the combined organic extracts were washed with water, dried over anhydrous sodium sulfate,... Starting materials: NC1C(N(C2=C(C(=N1)C1=CC=CC=C1)C=CC=C2)CC(C2=CC=CS2)=O)=O (3-amino-1,3-dihydro-5-phenyl-1-(2-thenoyl)methyl-2H-1,4-benzodiazepin-2-one), C1(=CC(=CC=C1)N=C=O)C (3-tolylisocyanate). Yield: 56.8%. Solvent: O1CCCC1 (tetrahydrofuran). The product is O=C1N(C2=C(C(=NC1NC(=O)NC=1C=C(C=CC1)C)C1=CC=CC=C1)C=CC=C2)CC(C2=CC=CS2)=O (1-[2,3-dihydro-2-oxo-5-phenyl-1-(2-thenoyl)methyl-1H-1,4-benzodiazepin-3-yl]-3-(3-tolyl)urea). Conditions: time 2 hour. Reported procedure: A mixture of 0.26 g 3-amino-1,3-dihydro-5-phenyl-1-(2-thenoyl)methyl-2H-1,4-benzodiazepin-2-one, 95 mg 3-tolylisocyanate and 5 ml tetrahydrofuran was stirred at room temperature for two hours. The solvent was distilled off from the reaction mixture under reduced pressure, a 1:1 mixture of toluene and diethyl ether (5 ml) was added to the residue, and the crystals were collected by filtration, thus giving 0.2 g of 1-[2,3-dihydro-2-oxo-5-phenyl-1-(2-thenoyl)methyl-1H-1,4-benzodiazepin-3-yl]-3-(3-t... RXN SMILES: [NH2:1][CH:2]1[N:8]=[C:7]([C:9]2[CH:14]=[CH:13][CH:12]=[CH:11][CH:10]=2)[C:6]2[CH:15]=[CH:16][CH:17]=[CH:18][C:5]=2[N:4]([CH2:19][C:20](=[O:26])[C:21]2[S:25][CH:24]=[CH:23][CH:22]=2)[C:3]1=[O:27].[C:28]1([CH3:37])[CH:33]=[CH:32][CH:31]=[C:30]([N:34]=[C:35]=[O:36])[CH:29]=1>O1CCCC1>[O:27]=[C:3]1[CH:2]([NH:1][C:35]([NH:34][C:30]2[CH:29]=[C:28]([CH3:37])[CH:33]=[CH:32][CH:31]=2)=[O:36])[N:8]=[C:7]([C:9]2[CH:14]=[CH:13][CH:12]=[CH:11][CH:10]=2)[C:6]2[CH:15]=[CH:16][CH:17]=[CH:18][C:5]=2[N:4]1[CH2:19][C:20](=[O:26])[C:21]1[S:25][CH:24]=[CH:23][CH:22]=1. The reactants are N12CCCCCC2=NCCC1 (1,8-diazabicyclo[5.4.0]undec-7-ene), COC1=CC=C2N=CC(=NC2=C1)SCCN1CCC(CC1)N(S(=O)(=O)C1=C(C=CC=C1)[N+](=O)[O-])C (N-{1-[2-(7-methoxy-quinoxalin-2-ylsulfanyl)-ethyl]-piperidin-4-yl}-N-methyl-2-nitro-benzenesulfonamide), SCCO (2-mercaptoethanol). Run in CN(C=O)C (N,N-dimethylformamide). Reaction conditions: time 15 hour. Product: COC1=CC=C2N=CC(=NC2=C1)SCCN1CCC(CC1)NC ({1-[2-(7-methoxy-quinoxalin-2-ylsulfanyl)-ethyl]-piperidin-4-yl}-methyl-amine). Isolated yield 64.7%. Reaction SMILES: N12CCCN=C1CCCCC2.[CH3:12][O:13][C:14]1[CH:23]=[C:22]2[C:17]([N:18]=[CH:19][C:20]([S:24][CH2:25][CH2:26][N:27]3[CH2:32][CH2:31][CH:30]([N:33]([CH3:46])S(C4C=CC=CC=4[N+]([O-])=O)(=O)=O)[CH2:29][CH2:28]3)=[N:21]2)=[CH:16][CH:15]=1.SCCO>CN(C)C=O>[CH3:12][O:13][C:14]1[CH:23]=[C:22]2[C:17]([N:18]=[CH:19][C:20]([S:24][CH2:25][CH2:26][N:27]3[CH2:28][CH2:29][CH:30]([NH:33][CH3:46])[CH2:31][CH2:32]3)=[N:21]2)=[CH:16][CH:15]=1. Procedure: 1,8-diazabicyclo[5.4.0]undec-7-ene (36 μL, 0.24 mmol, 1.2 eq) is added at room temperature to a stirred solution of N-{1-[2-(7-methoxy-quinoxalin-2-ylsulfanyl)-ethyl]-piperidin-4-yl}-N-methyl-2-nitro-benzenesulfonamide (104 mg, 0.20 mmol, 1.0 eq) in N,N-dimethylformamide (3 mL), followed by 2-mercaptoethanol (56 μL, 0.90 mmol, 1.5 eq). After 15 hours stirring at room temperature, solvent is evaporated and the residue is extracted with ethyl acetate (3×10 mL) and water (10 mL). The combined organ...